Dataset: the Open Reaction Database (ORD), a public repository of structured organic reaction records. Task: describe an organic reaction: reactants, conditions, products, and yield The reactants are BrC1=C(C=C2C=CN=C(C2=C1)O[C@@H]1C[C@H](N(C1)C([C@H](CCCCCC=C)NC(=O)OC(C)(C)C)=O)C(=O)N[C@]1([C@@H](C1)C=C)C(=O)OCC)OC (Ethyl (1R,2S)-1-[((4R)-4-[(7-bromo-6-methoxyisoquinolin-1-yl)oxy]-1-{(2S)-2-[(t-butoxycarbonyl)amino]non-8-enoyl}-L-prolyl)amino]-2-vinylcyclopropanecarboxylate). Reagents/catalysts: catalyst 1B. The solvent is ClCCl (dichloromethane). Product: BrC1=C(C=C2C=CN=C(C2=C1)O[C@@H]1C[C@@H]2N(C([C@H](CCCCC\C=C/[C@H]3[C@](NC2=O)(C3)C(=O)OCC)NC(=O)OC(C)(C)C)=O)C1)OC (Ethyl (2R,6S,12Z,13aS,14aR,16aS)-2-[(7-bromo-6-methoxyisoquinolin-1-yl)oxy]-6-[(t-butoxycarbonyl)amino]-5,16-dioxo-1,2,3,6,7,8,9,10,11,13a,14,15,16,16a-tetradecahydrocyclopropa[e]pyrrolo[1,2-a][1,4]diazacyclopentadecine-14a(5H)-carboxylate). The yield is 70.1%. As a reaction SMILES: [Br:1][C:2]1[CH:11]=[C:10]2[C:5]([CH:6]=[CH:7][N:8]=[C:9]2[O:12][C@H:13]2[CH2:17][N:16]([C:18](=[O:35])[C@@H:19]([NH:27][C:28]([O:30][C:31]([CH3:34])([CH3:33])[CH3:32])=[O:29])[CH2:20][CH2:21][CH2:22][CH2:23][CH2:24]C=C)[C@H:15]([C:36]([NH:38][C@:39]3([C:44]([O:46][CH2:47][CH3:48])=[O:45])[CH2:41][C@H:40]3[CH:42]=[CH2:43])=[O:37])[CH2:14]2)=[CH:4][C:3]=1[O:49][CH3:50]>ClCCl>[Br:1][C:2]1[CH:11]=[C:10]2[C:5]([CH:6]=[CH:7][N:8]=[C:9]2[O:12][C@H:13]2[CH2:17][N:16]3[C:18](=[O:35])[C@@H:19]([NH:27][C:28]([O:30][C:31]([CH3:32])([CH3:34])[CH3:33])=[O:29])[CH2:20][CH2:21][CH2:22][CH2:23][CH2:24][CH:43]=[CH:42][C@@H:40]4[CH2:41][C@@:39]4([C:44]([O:46][CH2:47][CH3:48])=[O:45])[NH:38][C:36](=[O:37])[C@@H:15]3[CH2:14]2)=[CH:4][C:3]=1[O:49][CH3:50]. Procedure: A solution of the product from Step 3 (200 mg, 0.264 mmol) in dichloromethane (26 mL) was bubbled with nitrogen gas for 30 minutes. Zhan catalyst 1B (19.4 mg, 0.026 mmol) was added, and the reaction mixture was heated at reflux under nitrogen for 2 hours. The mixture was concentrated and chromatographed on silica gel 60, eluting with 5% to 75% EtOAc in hexane to give the title product (135 mg). LRMS (ESI) m/z 729.3 [(M+H)+; calcd for C35H46BrN4O8: 729.3]. Yields the product COC(=O)C(=O)c1ccc(Br)cc1. RXN SMILES: [Br:1][c:2]1[cH:3][cH:4][c:5]([CH:8]([C:9](=[O:10])[O:11][CH3:12])[OH:13])[cH:6][cH:7]1.[CH2:14]([Cl:15])[Cl:16]>>[Br:1][c:2]1[cH:3][cH:4][c:5]([C:8]([C:9](=[O:10])[O:11][CH3:12])=[O:13])[cH:6][cH:7]1. The reactants are COC(=O)C(O)c1ccc(Br)cc1, ClCCl.